Task: describe an organic reaction: reactants, conditions, products, and yield. Dataset: the Open Reaction Database (ORD), a public repository of structured organic reaction records The reactants are C(C)OC(=O)C1=NN(C(=C1C=COCC[Si](C)(C)C)C1=CC=C(C=C1)Cl)C1=C(C=CC=C1)Cl (5-(4-chloro-phenyl)-1-(2-chloro-phenyl)-4-[2-(2-trimethylsilanyl-ethoxy)-vinyl]-1H-pyrazole-3-carboxylic acid ethyl ester), F (hydrofluoric acid). Solvent: C(C)#N (acetonitrile). Yields the product C(C)OC(=O)C1=NN(C(=C1CC=O)C1=CC=C(C=C1)Cl)C1=C(C=CC=C1)Cl (5-(4-Chloro-phenyl)-1-(2-chloro-phenyl)-4-(2-oxo-ethyl)-1H-pyrazole-3-carboxylic acid ethyl ester). RXN SMILES: [CH2:1]([O:3][C:4]([C:6]1[C:10]([CH:11]=[CH:12][O:13]CC[Si](C)(C)C)=[C:9]([C:20]2[CH:25]=[CH:24][C:23]([Cl:26])=[CH:22][CH:21]=2)[N:8]([C:27]2[CH:32]=[CH:31][CH:30]=[CH:29][C:28]=2[Cl:33])[N:7]=1)=[O:5])[CH3:2].F>C(#N)C>[CH2:1]([O:3][C:4]([C:6]1[C:10]([CH2:11][CH:12]=[O:13])=[C:9]([C:20]2[CH:25]=[CH:24][C:23]([Cl:26])=[CH:22][CH:21]=2)[N:8]([C:27]2[CH:32]=[CH:31][CH:30]=[CH:29][C:28]=2[Cl:33])[N:7]=1)=[O:5])[CH3:2]. Procedure: A solution of 5-(4-chloro-phenyl)-1-(2-chloro-phenyl)-4-[2-(2-trimethylsilanyl-ethoxy)-vinyl]-1H-pyrazole-3-carboxylic acid ethyl ester I-3a (210 mg) in 95:5 acetonitrile:conc. hydrofluoric acid (3 ml) was stirred for 2 hours. The reaction was partitioned between saturated aqueous sodium hydrogen carbonate and ethyl acetate. The organic phase was washed with brine, dried (Na2SO4) and concentrated in vacuo to afford the title compound (I-3b), which was taken directly on to the next reaction. The reactants are [N+](=O)([O-])C1=C(C=CC=C1)SC[C@H](N)C(=O)O (S-(o-nitrophenyl)-L-cysteine), ClC(=O)OCC1=CC=CC=C1 (benzyl chloroformate). Run in [OH-].[Na+] (sodium hydroxide), [OH-].[Na+] (sodium hydroxide). Conditions: time 8 hour. Product: [N+](=O)([O-])C1=C(C=CC=C1)SC[C@H](NC(=O)OCC1=CC=CC=C1)C(=O)O (S-(o-nitrophenyl)-N-carbobenzyloxy-L-cysteine). As a reaction SMILES: [N+:1]([C:4]1[CH:9]=[CH:8][CH:7]=[CH:6][C:5]=1[S:10][CH2:11][C@@H:12]([C:14]([OH:16])=[O:15])[NH2:13])([O-:3])=[O:2].Cl[C:18]([O:20][CH2:21][C:22]1[CH:27]=[CH:26][CH:25]=[CH:24][CH:23]=1)=[O:19]>[OH-].[Na+]>[N+:1]([C:4]1[CH:9]=[CH:8][CH:7]=[CH:6][C:5]=1[S:10][CH2:11][C@@H:12]([C:14]([OH:16])=[O:15])[NH:13][C:18]([O:20][CH2:21][C:22]1[CH:27]=[CH:26][CH:25]=[CH:24][CH:23]=1)=[O:19])([O-:3])=[O:2] |f:2.3|. Reported procedure: To a solution of 48.4 g of S-(o-nitrophenyl)-L-cysteine in 100 ml of 2N aqueous sodium hydroxide at 0° C. is added 28.8 ml of benzyl chloroformate and 50 ml of 4N aqueous sodium hydroxide simultaneously from two addition funnels. The mixture is mechanically stirred overnight at room temperature and then extracted with 150 ml of ether. The aqueous layer is separated and acidified to pH 1 with 12N aqueous hydrochloric acid. The resulting gummy yellow solid is stirred for 3 hr in 500 ml of water, c... The reactants are resultant mixture, FC1=C(C=C(C=C1)[N+](=O)[O-])N1C(C2=C(C1=O)CCCC2)=O (N-(2-Fluoro-5-nitrophenyl)-3,4,5,6-tetrahydrophthalimide). Reagents/catalysts: [Fe] (iron). Run in C(C)(=O)O (acetic acid), C(C)(=O)O (acetic acid). Yields the product FC1=C(C=C(C=C1)N)N1C(C2=C(C1=O)CCCC2)=O (N-(2-fluoro-5-aminophenyl)-3,4,5,6-tetrahydrophthalimide). The yield is 78.1%. Reaction SMILES: [F:1][C:2]1[CH:7]=[CH:6][C:5]([N+:8]([O-])=O)=[CH:4][C:3]=1[N:11]1[C:15](=[O:16])[C:14]2[CH2:17][CH2:18][CH2:19][CH2:20][C:13]=2[C:12]1=[O:21]>C(O)(=O)C.[Fe]>[F:1][C:2]1[CH:7]=[CH:6][C:5]([NH2:8])=[CH:4][C:3]=1[N:11]1[C:15](=[O:16])[C:14]2[CH2:17][CH2:18][CH2:19][CH2:20][C:13]=2[C:12]1=[O:21]. Reported procedure: To a suspension of electrolytic iron powders (9 g) in 5% acetic acid (200 g) under reflux, a solution of N-(2-fluoro-5-nitrophenyl)-3,4,5,6-tetrahydrophthalimide (VII) (15 g) in acetic acid (50 g) was added dropwise. After completion of the addition, the resultant mixture was heated under reflux for 30 minutes, cooled and filtered. The filtrate was diluted with water and extracted with ethyl acetate. The extract was concentrated, and the precipitated crystals were collected by filtration to give... The reactants are C1COCCN1, O=C(O)c1ccc(Cl)nc1, O=C(NCCc1ccc(Oc2ccccc2)cc1)c1ccc(Cl)nc1, NCCc1ccc(Oc2ccccc2)cc1. The product is O=C(NCCc1ccc(Oc2ccccc2)cc1)c1ccc(N2CCOCC2)nc1. As a reaction SMILES: [CH2:52]1[CH2:53][O:54][CH2:55][CH2:56][NH:57]1.[Cl:1][c:2]1[cH:3][cH:4][c:5]([C:6]([OH:7])=[O:8])[cH:9][n:10]1.[Cl:27][c:28]1[n:29][cH:30][c:31]([C:32](=[O:33])[NH:34][CH2:35][CH2:36][c:37]2[cH:38][cH:39][c:40]([O:43][c:44]3[cH:45][cH:46][cH:47][cH:48][cH:49]3)[cH:41][cH:42]2)[cH:50][cH:51]1.[O:11]([c:12]1[cH:13][cH:14][c:15]([CH2:16][CH2:17][NH2:18])[cH:19][cH:20]1)[c:21]1[cH:22][cH:23][cH:24][cH:25][cH:26]1>>[c:28]1([N:57]2[CH2:52][CH2:53][O:54][CH2:55][CH2:56]2)[n:29][cH:30][c:31]([C:32](=[O:33])[NH:34][CH2:35][CH2:36][c:37]2[cH:38][cH:39][c:40]([O:43][c:44]3[cH:45][cH:46][cH:47][cH:48][cH:49]3)[cH:41][cH:42]2)[cH:50][cH:51]1. Reactants: OC1CCN(CC1)C(=O)OC(C)(C)C (tert-butyl 4-hydroxypiperidine-1-carboxylate), CC(=O)OI1(C=2C=CC=CC2C(=O)O1)(OC(=O)C)OC(=O)C (Dess-Martin). Solvent: C(Cl)Cl (CH2Cl2). Run at time 2 hour. Product: O=C1CCN(CC1)C(=O)OC(C)(C)C (tert-butyl 4-oxopiperidine-1-carboxylate). Isolated yield 89.8%. Reaction SMILES: [OH:1][CH:2]1[CH2:7][CH2:6][N:5]([C:8]([O:10][C:11]([CH3:14])([CH3:13])[CH3:12])=[O:9])[CH2:4][CH2:3]1.CC(OI1(OC(C)=O)(OC(C)=O)OC(=O)C2C=CC=CC1=2)=O>C(Cl)Cl>[O:1]=[C:2]1[CH2:3][CH2:4][N:5]([C:8]([O:10][C:11]([CH3:14])([CH3:13])[CH3:12])=[O:9])[CH2:6][CH2:7]1. Procedure details: To a solution of tert-butyl 4-hydroxypiperidine-1-carboxylate (58.50 g) in CH2Cl2 was added Dess-Martin agent (174.10 g) in portions at 0° C. The reaction mixture was stirred for 2 h at room temperature, and quenched with water. The resulted mixture was extracted with CH2Cl2 (200 mL×3). The combined organic phases were dried over anhydrous Na2SO4 and filtered. The filtrate was concentrated in vacuo and the residue was chromatographed with a silica gel column (eluting agent: 3:1 (v/v) PE/EA) to g... Starting materials: C[Al](C)C, Cc1ccccc1, ClCCl, C=CCOC(=O)N1C(=O)CCC1C(=O)OCC. The product is C=CCOC(=O)N1C(C(=O)OCC)CCC1(C)O. As a reaction SMILES: [CH3:18][Al:19]([CH3:20])[CH3:21].[CH3:22][c:23]1[cH:24][cH:25][cH:26][cH:27][cH:28]1.[Cl:29][CH2:30][Cl:31].[O:1]=[C:2]1[CH2:3][CH2:4][CH:5]([C:13](=[O:14])[O:15][CH2:16][CH3:17])[N:6]1[C:7](=[O:8])[O:9][CH2:10][CH:11]=[CH2:12]>>[OH:1][C:2]1([CH3:18])[CH2:3][CH2:4][CH:5]([C:13](=[O:14])[O:15][CH2:16][CH3:17])[N:6]1[C:7](=[O:8])[O:9][CH2:10][CH:11]=[CH2:12]. Reactants: COC=1C=C2CCNC(C2=CC1OC)=CC(=O)OCC (ethyl (6,7-dimethoxy-3,4-dihydro-1(2H)-isoquinolinylidene)-ethanoate), N1CCCCC1 (piperidine), CC=1C=C(C=O)C=C(C1O)C (3,5-dimethyl-4-hydroxybenzaldehyde), [N+](=O)([O-])CC (nitroethane). Solvent: C(C)O.C(C)(C)O (ethanol isopropanol), C(C)(C)O (isopropanol). Run at temperature 80 celsius, time 8 hour. The product is OC1=C(C=C(C=C1C)C=1C(=C2N(CCC3=CC(=C(C=C23)OC)OC)C1C)C(=O)OCC)C (Ethyl 2-(4-hydroxy-3,5-dimethylphenyl)-8,9-dimethoxy-3-methyl-5,6-dihydro-pyrrolo[2,1-a]isoquinoline-1-carboxylate). As a reaction SMILES: [CH3:1][O:2][C:3]1[CH:4]=[C:5]2[C:10](=[CH:11][C:12]=1[O:13][CH3:14])[C:9](=[CH:15][C:16]([O:18][CH2:19][CH3:20])=[O:17])[NH:8][CH2:7][CH2:6]2.[CH3:21][C:22]1[CH:23]=[C:24]([CH:27]=[C:28]([CH3:31])[C:29]=1[OH:30])[CH:25]=O.[N+]([CH2:35][CH3:36])([O-])=O.N1CCCCC1>C(O)C.C(O)(C)C.C(O)(C)C>[OH:30][C:29]1[C:22]([CH3:21])=[CH:23][C:24]([C:25]2[C:15]([C:16]([O:18][CH2:19][CH3:20])=[O:17])=[C:9]3[C:10]4[C:5](=[CH:4][C:3]([O:2][CH3:1])=[C:12]([O:13][CH3:14])[CH:11]=4)[CH2:6][CH2:7][N:8]3[C:35]=2[CH3:36])=[CH:27][C:28]=1[CH3:31] |f:4.5|. Procedure details: A mixture of 500 mg (1.8 mmol) of ethyl (6,7-dimethoxy-3,4-dihydro-1(2H)-isoquinolinylidene)-ethanoate (Example III.1), 558 mg (3.61 mmol) of 3,5-dimethyl-4-hydroxybenzaldehyde, 281 mg (3.61 mmol) of nitroethane and 61.4 mg (0.72 mmol) of piperidine in 10 mL of an ethanol/isopropanol 1:1 mixture was stirred at 80° C. overnight. 40 mL of isopropanol were added, the mixture was cooled to 0° C., and the resulting precipitate was filtered off. The solid was washed with ethanol and dried in vacuo to ... Starting materials: ClCCl, O=C(O)C(F)(F)F, CC(C)(C)OC(=O)NC1(C(=O)NC2CCc3ccccc3-n3ccnc32)CC1. Yields the product NC1(C(=O)NC2CCc3ccccc3-n3ccnc32)CC1. RXN SMILES: [Cl:36][CH2:37][Cl:38].[OH:29][C:30]([C:31]([F:32])([F:33])[F:34])=[O:35].[cH:1]1[cH:2][n:3][c:4]2[n:5]1-[c:6]1[c:7]([cH:25][cH:26][cH:27][cH:28]1)[CH2:8][CH2:9][CH:10]2[NH:11][C:12](=[O:13])[C:14]1([NH:17][C:18](=[O:19])[O:20][C:21]([CH3:22])([CH3:23])[CH3:24])[CH2:15][CH2:16]1>>[cH:1]1[cH:2][n:3][c:4]2[n:5]1-[c:6]1[c:7]([cH:25][cH:26][cH:27][cH:28]1)[CH2:8][CH2:9][CH:10]2[NH:11][C:12](=[O:13])[C:14]1([NH2:17])[CH2:15][CH2:16]1.